Dataset: the Open Reaction Database (ORD), a public repository of structured organic reaction records. Task: describe an organic reaction: reactants, conditions, products, and yield Starting materials: CNS(C)(=O)=O, CS(C)=O, CC1(C)Oc2ccc(OCCCC(F)(F)F)cc2C2OC21, [H-], [Na+], O. Yields the product CNS(=O)(=O)CC1c2cc(OCCCC(F)(F)F)ccc2OC(C)(C)C1O. As a reaction SMILES: [CH3:1][NH:2][S:3](=[O:4])(=[O:5])[CH3:6].[CH3:31][S:32]([CH3:33])=[O:34].[F:9][C:10]([CH2:11][CH2:12][CH2:13][O:14][c:15]1[cH:16][c:17]2[c:22]([cH:23][cH:24]1)[O:21][C:20]([CH3:25])([CH3:26])[CH:19]1[CH:18]2[O:27]1)([F:28])[F:29].[H-:7].[Na+:8].[OH2:30]>>[CH3:1][NH:2][S:3](=[O:4])(=[O:5])[CH2:6][CH:18]1[c:17]2[cH:16][c:15]([O:14][CH2:13][CH2:12][CH2:11][C:10]([F:9])([F:28])[F:29])[cH:24][cH:23][c:22]2[O:21][C:20]([CH3:25])([CH3:26])[CH:19]1[OH:27]. Starting materials: [H][H], COc1ccc(C)c([N+](=O)[O-])c1. Product: COc1ccc(C)c(N)c1. RXN SMILES: [H:13][H:14].[N+:1]([O-:2])(=[O:3])[c:4]1[cH:5][c:6]([O:11][CH3:12])[cH:7][cH:8][c:9]1[CH3:10]>>[NH2:1][c:4]1[cH:5][c:6]([O:11][CH3:12])[cH:7][cH:8][c:9]1[CH3:10].